From a dataset of the Open Reaction Database (ORD), a public repository of structured organic reaction records. describe an organic reaction: reactants, conditions, products, and yield Reactants: O=C([O-])[O-], CCCN(c1ccncc1)n1ccc2cc(O)ccc21, CCCN=C=O, [K+], [K+], C1CCOC1. The product is CCCNC(=O)Oc1ccc2c(ccn2N(CCC)c2ccncc2)c1. As a reaction SMILES: [C:21](=[O:22])([O-:23])[O-:24].[CH2:1]([CH2:2][CH3:3])[N:4]([n:5]1[cH:6][cH:7][c:8]2[cH:9][c:10]([OH:14])[cH:11][cH:12][c:13]12)[c:15]1[cH:16][cH:17][n:18][cH:19][cH:20]1.[CH2:27]([CH2:28][CH3:29])[N:30]=[C:31]=[O:32].[K+:25].[K+:26].[O:33]1[CH2:34][CH2:35][CH2:36][CH2:37]1>>[CH2:1]([CH2:2][CH3:3])[N:4]([n:5]1[cH:6][cH:7][c:8]2[cH:9][c:10]([O:14][C:31]([NH:30][CH2:27][CH2:28][CH3:29])=[O:32])[cH:11][cH:12][c:13]12)[c:15]1[cH:16][cH:17][n:18][cH:19][cH:20]1. The reactants are CC(C)(C)OC(=O)N1CCCC(CBr)C1, Cn1cc(-c2cc(O)c3c(Br)cnn3c2)cn1, [H-], [Na+], CN(C)C=O. Yields the product Cn1cc(-c2cc(OCC3CCCN(C(=O)OC(C)(C)C)C3)c3c(Br)cnn3c2)cn1. RXN SMILES: [Br:18][CH2:19][CH:20]1[CH2:21][N:22]([C:26](=[O:27])[O:28][C:29]([CH3:30])([CH3:31])[CH3:32])[CH2:23][CH2:24][CH2:25]1.[Br:1][c:2]1[cH:3][n:4][n:5]2[c:6]1[c:7]([OH:17])[cH:8][c:9](-[c:11]1[cH:12][n:13][n:14]([CH3:16])[cH:15]1)[cH:10]2.[H-:34].[Na+:33].[O:35]=[CH:36][N:37]([CH3:38])[CH3:39]>>[Br:1][c:2]1[cH:3][n:4][n:5]2[c:6]1[c:7]([O:17][CH2:19][CH:20]1[CH2:21][N:22]([C:26](=[O:27])[O:28][C:29]([CH3:30])([CH3:31])[CH3:32])[CH2:23][CH2:24][CH2:25]1)[cH:8][c:9](-[c:11]1[cH:12][n:13][n:14]([CH3:16])[cH:15]1)[cH:10]2. Starting materials: [Br-], BrCc1ccccc1, CC(C)=O, CCCC[N+](CCCC)(CCCC)CCCC, [Na+], O=C([O-])CCCCO. The product is O=C(CCCCO)OCc1ccccc1. RXN SMILES: [Br-:22].[Br:10][CH2:11][c:12]1[cH:13][cH:14][cH:15][cH:16][cH:17]1.[CH3:18][C:19](=[O:20])[CH3:21].[CH3:23][CH2:24][CH2:25][CH2:26][N+:27]([CH2:28][CH2:29][CH2:30][CH3:31])([CH2:32][CH2:33][CH2:34][CH3:35])[CH2:36][CH2:37][CH2:38][CH3:39].[Na+:9].[OH:1][CH2:2][CH2:3][CH2:4][CH2:5][C:6](=[O:7])[O-:8]>>[OH:1][CH2:2][CH2:3][CH2:4][CH2:5][C:6](=[O:7])[O:8][CH2:11][c:12]1[cH:13][cH:14][cH:15][cH:16][cH:17]1. Reactants: C1(=C(C(=CC(=C1)C)C)S(=O)(=O)ONC(OC(C)(C)C)=O)C (tert-butyl mesitylsulfonyloxycarbamate), ice water. Run in FC(C(=O)O)(F)F (trifluoroacetic acid). Product: C1(=C(C(=CC(=C1)C)C)S(=O)(=O)ON)C (O-(Mesitylsulfonyl)hydroxylamine). Reaction SMILES: [C:1]1([CH3:21])[CH:6]=[C:5]([CH3:7])[CH:4]=[C:3]([CH3:8])[C:2]=1[S:9]([O:12][NH:13]C(=O)OC(C)(C)C)(=[O:11])=[O:10]>FC(F)(F)C(O)=O>[C:1]1([CH3:21])[CH:6]=[C:5]([CH3:7])[CH:4]=[C:3]([CH3:8])[C:2]=1[S:9]([O:12][NH2:13])(=[O:11])=[O:10]. Procedure details: A solution of tert-butyl mesitylsulfonyloxycarbamate (3 g, 9.5 mmol) in trifluoroacetic acid (7 mL) was stirred at 10° C. for 40 min, then poured into ice/water (10 mL) and the resulting solid was collected by filtration. The solid was dissolved in DCM (12 mL), dried with Na2SO4, and filtered. The solution containing O-(mesitylsulfonyl)hydroxylamine was used without further purification. Starting materials: C(C)N=C=S (ethyl isothiocyanate), C(C1=CC=CC=C1)N (benzylamine). Run in C1=CC=CC=C1 (benzene). The product is C(C)NC(=S)NCC1=CC=CC=C1 (1-ethyl-3-benzyl thiourea). Yield: 94.4%. As a reaction SMILES: [CH2:1]([N:3]=[C:4]=[S:5])[CH3:2].[CH2:6]([NH2:13])[C:7]1[CH:12]=[CH:11][CH:10]=[CH:9][CH:8]=1>C1C=CC=CC=1>[CH2:1]([NH:3][C:4]([NH:13][CH2:6][C:7]1[CH:12]=[CH:11][CH:10]=[CH:9][CH:8]=1)=[S:5])[CH3:2]. Procedure details: To a mixture of 1.74 grams (0.02 mole) of ethyl isothiocyanate and 25 milliliters of benzene was added 2.14 grams (0.02 mole) of benzylamine. The temperature rose from 25° C. to 41° C. The reaction mixture was then refluxed on a steam bath for about 20 minutes to bring the reaction to completion. The mixture was evaporated under vacuum to give 3.67 grams of 1-ethyl-3-benzyl thiourea. Reactants: O (water), BrC=1C(=CC=2N(C1)C=C(N2)C(C)C)C#N (6-Bromo-2-isopropylimidazo[1,2-a]pyridine-7-carbonitrile), CB(O)O (methylboronic acid), C([O-])([O-])=O.[Na+].[Na+] (sodium carbonate). Reagents/catalysts: C1=CC=C(C=C1)P([C-]2C=CC=C2)C3=CC=CC=C3.C1=CC=C(C=C1)P([C-]2C=CC=C2)C3=CC=CC=C3.Cl[Pd]Cl.[Fe+2] ([1,1′-bis(diphenylphosphino)-ferrocene]dichloropalladium(II)). The solvent is O1CCOCC1.O (1,4-dioxane water). Product: C(C)(C)C=1N=C2N(C=C(C(=C2)C#N)C)C1 (2-isopropyl-6-methyl-imidazo[1,2-a]pyridine-7-carbonitrile). Isolated yield 38.5%. As a reaction SMILES: Br[C:2]1[C:3]([C:14]#[N:15])=[CH:4][C:5]2[N:6]([CH:8]=[C:9]([CH:11]([CH3:13])[CH3:12])[N:10]=2)[CH:7]=1.[CH3:16]B(O)O.C(=O)([O-])[O-].[Na+].[Na+].O>O1CCOCC1.O.C1C=CC(P(C2C=CC=CC=2)[C-]2C=CC=C2)=CC=1.C1C=CC(P(C2C=CC=CC=2)[C-]2C=CC=C2)=CC=1.Cl[Pd]Cl.[Fe+2]>[CH:11]([C:9]1[N:10]=[C:5]2[CH:4]=[C:3]([C:14]#[N:15])[C:2]([CH3:16])=[CH:7][N:6]2[CH:8]=1)([CH3:13])[CH3:12] |f:2.3.4,6.7,8.9.10.11|. Reported procedure: 6-Bromo-2-isopropylimidazo[1,2-a]pyridine-7-carbonitrile (200 mg, 0.757 mmol) obtained in step 1 was dissolved in 1,4-dioxane-water (2/1) (1.5 mL), and the solution was stirred under heat and reflux for 3 hours after adding methylboronic acid (140 mg, 2.33 mmol), sodium carbonate (240 mg, 2.26 mmol), and [1,1′-bis(diphenylphosphino)-ferrocene]dichloropalladium(II) (62.0 mg, 0.0759 mmol). The reaction mixture was allowed to cool to room temperature, and, after adding water, the mixture was filter... The reactants are O=C([O-])[O-], CN(C)CCN, O=[N+]([O-])c1ccc(F)cc1, [K+], [K+]. Yields the product CN(C)CCNc1ccc([N+](=O)[O-])cc1. RXN SMILES: [C:17](=[O:18])([O-:19])[O-:20].[CH3:11][N:12]([CH2:13][CH2:14][NH2:15])[CH3:16].[F:1][c:2]1[cH:3][cH:4][c:5]([N+:8](=[O:9])[O-:10])[cH:6][cH:7]1.[K+:21].[K+:22]>>[c:2]1([NH:15][CH2:14][CH2:13][N:12]([CH3:11])[CH3:16])[cH:3][cH:4][c:5]([N+:8](=[O:9])[O-:10])[cH:6][cH:7]1.